This data is from the Open Reaction Database (ORD), a public repository of structured organic reaction records. The task is: describe an organic reaction: reactants, conditions, products, and yield The reactants are C(C)(C)(C)OC(=O)N1C(=CC2=C(C(=CC=C12)F)C#CC(O)C=1N(C=CC1)C(=O)OC(C)(C)C)OC(=O)OC(C)(C)C (2-tert-butoxycarbonyloxy-4-[3-(1-tert-butoxycarbonyl-1H-pyrrol-2-yl)-3-hydroxy-prop-1-ynyl]-5-fluoro-indole-1-carboxylic acid tert-butyl ester). The reagents and catalysts are O=[Mn]=O (MnO2). Solvent: C(Cl)Cl (CH2Cl2). Run at time 8 hour. The product is C(C)(C)(C)OC(=O)N1C(=CC2=C(C(=CC=C12)F)C#CC(=O)C=1N(C=CC1)C(=O)OC(C)(C)C)OC(=O)OC(C)(C)C (2-tert-Butoxycarbonyloxy-4-[3-(1-tert-butoxycarbonyl-1H-pyrrol-2-yl)-3-oxo-prop-1-ynyl]-5-fluoro-indole-1-carboxylic acid tert-butyl ester). RXN SMILES: [C:1]([O:5][C:6]([N:8]1[C:16]2[C:11](=[C:12]([C:18]#[C:19][CH:20]([C:22]3[N:23]([C:27]([O:29][C:30]([CH3:33])([CH3:32])[CH3:31])=[O:28])[CH:24]=[CH:25][CH:26]=3)[OH:21])[C:13]([F:17])=[CH:14][CH:15]=2)[CH:10]=[C:9]1[O:34][C:35]([O:37][C:38]([CH3:41])([CH3:40])[CH3:39])=[O:36])=[O:7])([CH3:4])([CH3:3])[CH3:2]>C(Cl)Cl.O=[Mn]=O>[C:1]([O:5][C:6]([N:8]1[C:16]2[C:11](=[C:12]([C:18]#[C:19][C:20]([C:22]3[N:23]([C:27]([O:29][C:30]([CH3:31])([CH3:33])[CH3:32])=[O:28])[CH:24]=[CH:25][CH:26]=3)=[O:21])[C:13]([F:17])=[CH:14][CH:15]=2)[CH:10]=[C:9]1[O:34][C:35]([O:37][C:38]([CH3:41])([CH3:40])[CH3:39])=[O:36])=[O:7])([CH3:2])([CH3:3])[CH3:4]. Procedure: To a solution of 2-tert-butoxycarbonyloxy-4-[3-(1-tert-butoxycarbonyl-1H-pyrrol-2-yl)-3-hydroxy-prop-1-ynyl]-5-fluoro-indole-1-carboxylic acid tert-butyl ester (from Example 3 above) (7.60 g, 13.3 mmol) in CH2Cl2 (400 ml) was added MnO2 (Aldrich, 11.5 g, 130 mmol) in one portion. The reaction mixture was stirred at room temperature overnight and then filtered through Celite® and the solid was washed with CH2Cl2 (200 mL). The combined filtrates was concentrated in vacuo. 2-tert-Butoxycarbonyloxy-... Conditions: temperature 70 celsius. Isolated yield 93.6%. Reaction SMILES: [Cl:1][C:2]1[CH:7]=[CH:6][C:5]([CH:8]([C:10]2[N:14]3[N:15]=[C:16]([Cl:26])[CH:17]=[C:18]([CH2:19][N:20]4[CH2:25][CH2:24][O:23][CH2:22][CH2:21]4)[C:13]3=[N:12][C:11]=2[CH3:27])O)=[C:4]([F:28])[CH:3]=1.ClCCCl.C([SiH](CC)CC)C.FC(F)(F)C(O)=O>CO>[Cl:26][C:16]1[CH:17]=[C:18]([CH2:19][N:20]2[CH2:21][CH2:22][O:23][CH2:24][CH2:25]2)[C:13]2[N:14]([C:10]([CH2:8][C:5]3[CH:6]=[CH:7][C:2]([Cl:1])=[CH:3][C:4]=3[F:28])=[C:11]([CH3:27])[N:12]=2)[N:15]=1. Yields the product ClC=1C=C(C=2N(N1)C(=C(N2)C)CC2=C(C=C(C=C2)Cl)F)CN2CCOCC2 (4-((6-Chloro-3-(4-chloro-2-fluorobenzyl)-2-methylimidazo[1,2-b]pyridazin-8-yl)methyl)morpholine). The reactants are ClC1=CC(=C(C=C1)C(O)C1=C(N=C2N1N=C(C=C2CN2CCOCC2)Cl)C)F ((4-chloro-2-fluorophenyl)(6-chloro-2-methyl-8-(morpholinomethyl)imidazo[1,2-b]pyridazin-3-yl)methanol), FC(C(=O)O)(F)F (trifluoroacetic acid), ClCCCl (1,2-dichloroethane), C(C)[SiH](CC)CC (triethylsilane). Solvent: CO (methanol). Procedure details: Combine (4-chloro-2-fluorophenyl)(6-chloro-2-methyl-8-(morpholinomethyl)imidazo[1,2-b]pyridazin-3-yl)methanol (0.4 g, 0.94 mmol), 1,2-dichloroethane (25 mL), triethylsilane (0.45 mL, 3 equiv.), and trifluoroacetic acid (0.57 mL, 8 equiv.) in a round bottom flask and place under nitrogen. Heat at 70° C. overnight. Concentrate reaction in vacuo. Load onto a Varian MegaElut® 10 gram SCX ion exchange cartridge (prewashed with methanol). Elute with methanol to remove non-basic impurities. Elute with ... Reactants: CC(=O)N1CCC(CCC(=O)c2ccc3c(c2)CN(C=O)CCO3)CC1, CO, Cl. Product: CC(=O)N1CCC(CCC(=O)c2ccc3c(c2)CNCCO3)CC1. RXN SMILES: [C:1]([CH3:2])(=[O:3])[N:4]1[CH2:5][CH2:6][CH:7]([CH2:10][CH2:11][C:12](=[O:13])[c:14]2[cH:15][cH:16][c:17]3[c:18]([cH:26]2)[CH2:19][N:20]([CH:24]=[O:25])[CH2:21][CH2:22][O:23]3)[CH2:8][CH2:9]1.[CH3:27][OH:28].[ClH:29]>>[C:1]([CH3:2])(=[O:3])[N:4]1[CH2:5][CH2:6][CH:7]([CH2:10][CH2:11][C:12](=[O:13])[c:14]2[cH:15][cH:16][c:17]3[c:18]([cH:26]2)[CH2:19][NH:20][CH2:21][CH2:22][O:23]3)[CH2:8][CH2:9]1. Reactants: ClC1=C(C=CC(=C1)Cl)C=1C(=C(SC1C1=CN=NN1)C1=CC(=NC=C1)F)C#N (4-(2,4-dichlorophenyl)-2-(2-fluoropyridin-4-yl)-5-(1H-1,2,3-triazol-5-yl)thiophene-3-carbonitrile), COC1=C(CN)C=CC(=C1)OC (2,4-dimethoxybenzylamine), CCN(C(C)C)C(C)C (DIPEA), C(CCC)O (1-Butanol), C(Cl)Cl (DCM), C(=O)(C(F)(F)F)O (TFA). Reaction conditions: time 10 minute. Product: NC1=NC=CC(=C1)C=1SC(=C(C1C#N)C1=C(C=C(C=C1)Cl)Cl)C1=CN=NN1 (2-(2-aminopyridin-4-yl)-4-(2,4-dichlorophenyl)-5-(1H-1,2,3-triazol-5-yl)thiophene-3-carbonitrile). Isolated yield 47.0%. Reaction SMILES: [Cl:1][C:2]1[CH:7]=[C:6]([Cl:8])[CH:5]=[CH:4][C:3]=1[C:9]1[C:10]([C:26]#[N:27])=[C:11]([C:19]2[CH:24]=[CH:23][N:22]=[C:21](F)[CH:20]=2)[S:12][C:13]=1[C:14]1[NH:18][N:17]=[N:16][CH:15]=1.COC1C=C(OC)C=CC=1C[NH2:33].CCN(C(C)C)C(C)C.C(O)CCC.C(Cl)Cl.C(O)(C(F)(F)F)=O>>[NH2:33][C:21]1[CH:20]=[C:19]([C:11]2[S:12][C:13]([C:14]3[NH:18][N:17]=[N:16][CH:15]=3)=[C:9]([C:3]3[CH:4]=[CH:5][C:6]([Cl:8])=[CH:7][C:2]=3[Cl:1])[C:10]=2[C:26]#[N:27])[CH:24]=[CH:23][N:22]=1. Procedure details: A solution of 4-(2,4-dichlorophenyl)-2-(2-fluoropyridin-4-yl)-5-(1H-1,2,3-triazol-5-yl)thiophene-3-carbonitrile (0.103 g, 0.247 mmol), 2,4-dimethoxybenzylamine (0.247 g, 1.48 mmol) and DIPEA (0.0959 g, 0.742 mmol) in 1-Butanol (15 g, 2.0E2 mmol) was irradiated in microwave at 170° C. for 2 hrs. The mixture was concentrated and the residue was purified by column chromatography to afford desired intermediate. LC/MS (FA) ES+ 563, 565. To the intermediate in DCM (5.9 mL, 93 mmol) was added TFA (2 mL... The reactants are BrCN1S(C2=C(C1=O)C(=CC(=C2)OC)C(C)C)(=O)=O (2-bromomethyl-4-isopropyl-6-methoxy-1,2-benzisothiazol-3(2H)-one 1,1-dioxide), O (water), C1(=CC=CC=C1)N1N=C(CC1=O)C1=CC=CC=C1 (2,4-dihydro-2,5-diphenyl-3H-pyrazol-3-one), C1(=CC=CC=C1)N1N=C(CC1=O)C1=CC=CC=C1 (2,4-dihydro-2,5-diphenyl-3H-pyrazol-3-one), C(=O)([O-])[O-].[Cs+].[Cs+] (Cs2CO3). Run in CN(C)C=O (DMF), CO (methanol). Run at temperature 20 celsius, time 21 hour. Product: C(C)(C)C1=CC(=CC2=C1C(N(S2(=O)=O)COC2=CC(=NN2C2=CC=CC=C2)C2=CC=CC=C2)=O)OC (4-isopropyl-6-methoxy-2-(1,3-diphenylpyrazol-5-yl-oxymethyl)-1,2-benzisothiazol-3(2H)-one 1,1-dioxide). Yield: 52.6%. RXN SMILES: [C:1]1([N:7]2[C:11](=[O:12])[CH2:10][C:9]([C:13]3[CH:18]=[CH:17][CH:16]=[CH:15][CH:14]=3)=[N:8]2)[CH:6]=[CH:5][CH:4]=[CH:3][CH:2]=1.C([O-])([O-])=O.[Cs+].[Cs+].Br[CH2:26][N:27]1[C:31](=[O:32])[C:30]2[C:33]([CH:39]([CH3:41])[CH3:40])=[CH:34][C:35]([O:37][CH3:38])=[CH:36][C:29]=2[S:28]1(=[O:43])=[O:42].O>CO.CN(C=O)C>[CH:39]([C:33]1[C:30]2[C:31](=[O:32])[N:27]([CH2:26][O:12][C:11]3[N:7]([C:1]4[CH:2]=[CH:3][CH:4]=[CH:5][CH:6]=4)[N:8]=[C:9]([C:13]4[CH:18]=[CH:17][CH:16]=[CH:15][CH:14]=4)[CH:10]=3)[S:28](=[O:43])(=[O:42])[C:29]=2[CH:36]=[C:35]([O:37][CH3:38])[CH:34]=1)([CH3:41])[CH3:40] |f:1.2.3|. Reported procedure: A mixture 2,4-dihydro-2,5-diphenyl-3H-pyrazol-3-one (Formula III: R1 =R2 =Ph; R3 =H) (651 mg; 2.76 mmol) and Cs2CO3 (450 mg; 1.38 mmol) in methanol (12 ml) was stirred at 20° C. for 5 hours. The solvent was concentrated in vacuo, and the residue was dried in vacuo overnight. To a solution of the above residue in 12 ml of DMF was added 2-bromomethyl-4-isopropyl-6-methoxy-1,2-benzisothiazol-3(2H)-one 1,1-dioxide (800 mg, 2.3 mmol) and the resulting mixture was stirred at room temperature (20° C.) ... The reactants are Cl.C(C)N[C@H]1CN(S(C2=C1C=C(S2)S(=O)(=O)N)(=O)=O)CCCOC ((+)-(R)-4-ethylamino-3,4-dihydro-2-(3-methoxypropyl)-2H-thieno-[3,2-e]-1,2-thiazine-6-sulfonamide-1,1-dioxide hydrochloride), Br (HBr). Yield: 96.0%. Procedure: A stirred solution of (+)-(R)-4-ethylamino-3,4-dihydro-2-(3-methoxypropyl)-2H-thieno-[3,2-e]-1,2-thiazine-6-sulfonamide-1,1-dioxide hydrochloride (4.5 g, 110.7 mmol) in 48% HBr (20.0 mL) was heated at 80° C. for 72 h. The reaction mixture was concentrated in vacuo at 60° C. bath temperature to give a pale tan solid (4.8 g, 96%). Product: BrCCCN1S(C2=C(C(C1)NCC)C=C(S2)S(=O)(=O)N)(=O)=O (2-(3-Bromopropyl)-4-ethylamino-3,4-dihydro-2H-thieno-[3,2-e]-1,2-thiazine-6-sulfonamide 1,1-dioxide). RXN SMILES: Cl.[CH2:2]([NH:4][C@@H:5]1[C:10]2[CH:11]=[C:12]([S:14]([NH2:17])(=[O:16])=[O:15])[S:13][C:9]=2[S:8](=[O:19])(=[O:18])[N:7]([CH2:20][CH2:21][CH2:22]OC)[CH2:6]1)[CH3:3].[BrH:25]>>[Br:25][CH2:22][CH2:21][CH2:20][N:7]1[CH2:6][CH:5]([NH:4][CH2:2][CH3:3])[C:10]2[CH:11]=[C:12]([S:14]([NH2:17])(=[O:16])=[O:15])[S:13][C:9]=2[S:8]1(=[O:19])=[O:18] |f:0.1|. Reactants: NC1=C(C=NN1C1=C(C(=C(C(=C1F)F)C(F)(F)F)F)F)C(=O)OCC (ethyl 5-amino-1-(2,3,5,6-tetrafluoro-4-trifluoromethylphenyl)pyrazole-4-ylcarboxylate), S(O)(O)(=O)=O (sulfuric acid), ice. Procedure: A stirred mixture of 18.6 grams (0.500 mole) of ethyl 5-amino-1-(2,3,5,6-tetrafluoro-4-trifluoromethylphenyl)pyrazole-4-ylcarboxylate, 23 mL of water, and 23 mL of sulfuric acid was heated at 130° C. for six hours. After the reaction mixture was cooled, 75 mL of crushed ice was added. A solid had formed and was collected by filtration; the filtrate was saved. This solid was washed with water and diethyl ether, allowed to dry, and set aside for further purification. To the filtrate was added an a... Conditions: temperature 130 celsius. Product: NC1=CC=NN1C1=C(C(=C(C(=C1F)F)C(F)(F)F)F)F (5-amino-1-(2,3,5,6-tetrafluoro-4-trifluoromethylphenyl)pyrazole). As a reaction SMILES: [NH2:1][C:2]1[N:6]([C:7]2[C:12]([F:13])=[C:11]([F:14])[C:10]([C:15]([F:18])([F:17])[F:16])=[C:9]([F:19])[C:8]=2[F:20])[N:5]=[CH:4][C:3]=1C(OCC)=O.S(=O)(=O)(O)O>O>[NH2:1][C:2]1[N:6]([C:7]2[C:12]([F:13])=[C:11]([F:14])[C:10]([C:15]([F:18])([F:17])[F:16])=[C:9]([F:19])[C:8]=2[F:20])[N:5]=[CH:4][CH:3]=1. Solvent: O (water). Isolated yield 2.5%. Reactants: C(C)ON=C(C(=O)N[C@H]1[C@@H]2N(C(=C(CS2)CI)C(=O)OC(C2=CC=CC=C2)C2=CC=CC=C2)C1=O)C=1N=C(SC1)NC(C1=CC=CC=C1)(C1=CC=CC=C1)C1=CC=CC=C1 (benzhydryl 7β-[2-ethoxyimino-2-(2-tritylaminothiazol-4-yl)acetamido]-3-iodomethyl-3-cephem-4-carboxylate), OC=1C=C(C=CC1O)C1=CN=C(O1)S (5-(3,4-dihydroxyphenyl)-2mercaptooxazole), C(O)([O-])=O.[Na+] (sodium hydrogencarbonate). Solvent: O (water). Procedure details: A trifluoroacetate obtained by the same operation as in EXAMPLE 1 by using 1.0 g (1.06 mmol) of benzhydryl 7β-[2-ethoxyimino-2-(2-tritylaminothiazol-4-yl)acetamido]-3-iodomethyl-3-cephem-4-carboxylate (syn-isomer) and 0.260 g (1.2 mmol) of 5-(3,4-dihydroxyphenyl)-2mercaptooxazole, was suspended in water and adjusted to pH6.5 with a saturated sodium hydrogencarbonate aqueous solution. Insoluble substances were filtered off and the filtrate was subjected to reversed phase column chromatography (LC... As a reaction SMILES: [CH2:1]([O:3][N:4]=[C:5]([C:36]1[N:37]=[C:38]([NH:41]C(C2C=CC=CC=2)(C2C=CC=CC=2)C2C=CC=CC=2)[S:39][CH:40]=1)[C:6]([NH:8][C@@H:9]1[C:34](=[O:35])[N:11]2[C:12]([C:18]([O:20]C(C3C=CC=CC=3)C3C=CC=CC=3)=[O:19])=[C:13]([CH2:16]I)[CH2:14][S:15][C@H:10]12)=[O:7])[CH3:2].[OH:61][C:62]1[CH:63]=[C:64]([C:69]2[O:73][C:72]([SH:74])=[N:71][CH:70]=2)[CH:65]=[CH:66][C:67]=1[OH:68].C(=O)([O-])O.[Na+:79]>O>[NH2:41][C:38]1[S:39][CH:40]=[C:36]([C:5](=[N:4][O:3][CH2:1][CH3:2])[C:6]([NH:8][C@@H:9]2[C:34](=[O:35])[N:11]3[C:12]([C:18]([O-:20])=[O:19])=[C:13]([CH2:16][S:74][C:72]4[O:73][C:69]([C:64]5[CH:65]=[CH:66][C:67]([OH:68])=[C:62]([OH:61])[CH:63]=5)=[CH:70][N:71]=4)[CH2:14][S:15][C@H:10]23)=[O:7])[N:37]=1.[Na+:79] |f:2.3,5.6|. Product: NC=1SC=C(N1)C(C(=O)N[C@H]1[C@@H]2N(C(=C(CS2)CSC=2OC(=CN2)C2=CC(=C(C=C2)O)O)C(=O)[O-])C1=O)=NOCC.[Na+] (sodium 7β-[2-(2-aminothiazol-4-yl)-2-ethoxyiminoacetamido]-3-[5-(3, 4-dihydroxyphenyl)-oxazol-2-yl]thiomethyl-3-cephem-4-carboxylate). Starting materials: C1CCCCC1, CI, CCOCC, COC(C)(C)C, [Li]C(C)CC, CS(=O)(=O)c1cccc(-c2ccc(-n3cc(I)nc3-c3ccccc3C(F)(F)F)cc2)c1, CC(C)(C)OC(=O)N1CCCC1, CC(=O)[O-], CC(=O)[O-], [Pd+2]. Yields the product CC(C)(C)OC(=O)N1CCCC1c1cn(-c2ccc(-c3cccc(S(C)(=O)=O)c3)cc2)c(-c2ccccc2C(F)(F)F)n1. Reaction SMILES: [CH2:52]1[CH2:53][CH2:54][CH2:55][CH2:56][CH2:57]1.[CH3:18][I:19].[CH3:58][CH2:59][O:60][CH2:61][CH3:62].[CH3:63][O:64][C:65]([CH3:66])([CH3:67])[CH3:68].[CH:13]([Li:14])([CH2:15][CH3:16])[CH3:17].[I:20][c:21]1[n:22][c:23](-[c:42]2[c:43]([C:48]([F:49])([F:50])[F:51])[cH:44][cH:45][cH:46][cH:47]2)[n:24](-[c:26]2[cH:27][cH:28][c:29](-[c:32]3[cH:33][c:34]([S:38](=[O:39])(=[O:40])[CH3:41])[cH:35][cH:36][cH:37]3)[cH:30][cH:31]2)[cH:25]1.[N:1]1([C:6](=[O:7])[O:8][C:9]([CH3:10])([CH3:11])[CH3:12])[CH2:2][CH2:3][CH2:4][CH2:5]1.[O-:70][C:71]([CH3:72])=[O:73].[O-:74][C:75]([CH3:76])=[O:77].[Pd+2:69]>>[N:1]1([C:6](=[O:7])[O:8][C:9]([CH3:10])([CH3:11])[CH3:12])[CH:2]([c:21]2[n:22][c:23](-[c:42]3[c:43]([C:48]([F:49])([F:50])[F:51])[cH:44][cH:45][cH:46][cH:47]3)[n:24](-[c:26]3[cH:27][cH:28][c:29](-[c:32]4[cH:33][c:34]([S:38](=[O:39])(=[O:40])[CH3:41])[cH:35][cH:36][cH:37]4)[cH:30][cH:31]3)[cH:25]2)[CH2:3][CH2:4][CH2:5]1. Reactants: C(OC1=C(C=C(C=C1)C(=O)N)Cl)(OC(C)(C)C)=O (4-(aminocarbonyl)-2-chlorophenyl 1,1-dimethylethyl carbonate), Cl (HCl). The solvent is O1CCOCC1 (dioxane), O1CCOCC1 (dioxane). The product is ClC=1C=C(C(=O)N)C=CC1O (3-chloro-4-hydroxybenzamide). RXN SMILES: C(=O)(OC(C)(C)C)[O:2][C:3]1[CH:8]=[CH:7][C:6]([C:9]([NH2:11])=[O:10])=[CH:5][C:4]=1[Cl:12].Cl>O1CCOCC1>[Cl:12][C:4]1[CH:5]=[C:6]([CH:7]=[CH:8][C:3]=1[OH:2])[C:9]([NH2:11])=[O:10]. Procedure: A mixture of 4-(aminocarbonyl)-2-chlorophenyl 1,1-dimethylethyl carbonate (6.86 g, 0.025 mol) and 4N HCl in dioxane (50 mL) in dioxane (30 mL) was heated at reflux for 4 hr. The reaction mixture was cooled, and precipitated solid was collected by filtration affording 3-chloro-4-hydroxybenzamide as a white solid, used without further purification. LC/MS (method E) tR 0.88 min; m/z 172 (M+H).